From a dataset of the Open Reaction Database (ORD), a public repository of structured organic reaction records. describe an organic reaction: reactants, conditions, products, and yield Reactants: CO (methanol), [H-].[Na+] (sodium hydride), C(C)(C)(C)N=NC1(CCCCC1)N=C=S (1-t-butylazo-1-isothiocyanatocyclohexane). The solvent is O (water). Reaction conditions: temperature 25 celsius, time 24 hour. Yields the product C(C)(C)(C)N=NC1(CCCCC1)NC(=S)OC (1-t-Butylazo-1-(methoxythiocarbonylamino)cyclohexane). RXN SMILES: [CH3:1][OH:2].[H-].[Na+].[C:5]([N:9]=[N:10][C:11]1([N:17]=[C:18]=[S:19])[CH2:16][CH2:15][CH2:14][CH2:13][CH2:12]1)([CH3:8])([CH3:7])[CH3:6]>O>[C:5]([N:9]=[N:10][C:11]1([NH:17][C:18]([O:2][CH3:1])=[S:19])[CH2:12][CH2:13][CH2:14][CH2:15][CH2:16]1)([CH3:8])([CH3:6])[CH3:7] |f:1.2|. Reported procedure: To 50 ml of methanol in a 125 ml erlenmeyer flask stirred with a magnetic stirrer, was slowly added 2.1 grams (0.05 moles) of 57% sodium hydride. The reaction mixture was cooled back to 25° C. and 11.2 grams (0.05 moles) of 1-t-butylazo-1-isothiocyanatocyclohexane was added dropwise over 5 minutes. The reaction mixture was stirred 24 hours at room temperature, poured into 300 ml water and the product extracted with 100 ml pentane. The pentane extract was washed with water, 10% NaHCO3 solution, d... The reactants are C(C)OC(C(C(=O)C1=CC=2C(=NC=C(C2)S(=O)(=O)C)N1CC1=CC=C(C=C1)F)F)=O (2-fluoro-3-(1-(4-fluorobenzyl)-5-methanesulfonyl-1H-pyrrolo[2,3-b]pyridin-2-yl)-3-oxopropionic acid ethyl ester), C(C)(=O)O.C(=N)N (formamidine acetate), CO (methanol), C[O-].[Na+] (sodium methoxide). Run in C(C)(=O)OCC (ethyl acetate), C(C)(=O)O (acetic acid). Conditions: time 18 hour. Yields the product FC=1C(NC=NC1C1=CC=2C(=NC=C(C2)S(=O)(=O)C)N1CC1=CC=C(C=C1)F)=O (5-fluoro-6-(1-(4-fluorobenzyl)-5-methanesulfonyl-1H-pyrrolo[2,3-b]pyridin-2-yl)-3H-pyrimidin-4-one). Isolated yield 27.4%. RXN SMILES: C(O[C:4](=[O:30])[CH:5]([F:29])[C:6]([C:8]1[N:20]([CH2:21][C:22]2[CH:27]=[CH:26][C:25]([F:28])=[CH:24][CH:23]=2)[C:11]2=[N:12][CH:13]=[C:14]([S:16]([CH3:19])(=[O:18])=[O:17])[CH:15]=[C:10]2[CH:9]=1)=O)C.C(O)(=O)C.[CH:35]([NH2:37])=[NH:36].CO.C[O-].[Na+]>C(OCC)(=O)C.C(O)(=O)C>[F:29][C:5]1[C:4](=[O:30])[NH:37][CH:35]=[N:36][C:6]=1[C:8]1[N:20]([CH2:21][C:22]2[CH:27]=[CH:26][C:25]([F:28])=[CH:24][CH:23]=2)[C:11]2=[N:12][CH:13]=[C:14]([S:16]([CH3:19])(=[O:18])=[O:17])[CH:15]=[C:10]2[CH:9]=1 |f:1.2,4.5|. Procedure: To a mixture of 2-fluoro-3-(1-(4-fluorobenzyl)-5-methanesulfonyl-1H-pyrrolo[2,3-b]pyridin-2-yl)-3-oxopropionic acid ethyl ester obtained in Example 36 (3) (88 mg), formamidine acetate (42 mg) and methanol (1.2 ml), sodium methoxide (0.6 ml, 1 mol/l solution in methanol) was added at 15 to 30° C. and the mixture was stirred at the same temperature for 18 hours. The mixture was neutralized with acetic acid and diluted with ethyl acetate. The organic layer was washed with water, dried and concentra... Reactants: COC(C(=O)C1=CNC2=C(C=CC=C12)CCCO[Si](C(C)C)(C(C)C)C(C)C)=O (7-((triisopropylsilyloxy)propyl)indole-3-glyoxylic acid methyl ester), CC1(CCN2C3=C(C=CC=C13)C(=C2)CC(=O)N)C (2-(6,6-dimethyl-5,6-dihydro-4H-pyrrolo[3,2,1-ij]quinolin-1-yl)acetamide). Yields the product C(C)(C)[Si](OCCCC=1C=CC=C2C(=CNC12)C=1C(NC(C1C1=CN2CCC(C3=CC=CC1=C23)(C)C)=O)=O)(C(C)C)C(C)C (3-(7-(Triisopropylsilyloxy)propyl-1H-indol-3-yl)-4-(6,6-dimethyl-5,6-dihydro-4H-pyrrolo [3,2,1-ij]quinolin-1-yl)-pyrrole-2,5-dione). Reaction SMILES: C[O:2][C:3](=O)[C:4]([C:6]1[C:14]2[C:9](=[C:10]([CH2:15][CH2:16][CH2:17][O:18][Si:19]([CH:26]([CH3:28])[CH3:27])([CH:23]([CH3:25])[CH3:24])[CH:20]([CH3:22])[CH3:21])[CH:11]=[CH:12][CH:13]=2)[NH:8][CH:7]=1)=O.[CH3:30][C:31]1([CH3:47])[C:40]2[C:35]3=[C:36]([C:41]([CH2:43][C:44]([NH2:46])=[O:45])=[CH:42][N:34]3[CH2:33][CH2:32]1)[CH:37]=[CH:38][CH:39]=2>>[CH:26]([Si:19]([CH:20]([CH3:22])[CH3:21])([CH:23]([CH3:25])[CH3:24])[O:18][CH2:17][CH2:16][CH2:15][C:10]1[CH:11]=[CH:12][CH:13]=[C:14]2[C:9]=1[NH:8][CH:7]=[C:6]2[C:4]1[C:3](=[O:2])[NH:46][C:44](=[O:45])[C:43]=1[C:41]1[C:36]2=[C:35]3[C:40](=[CH:39][CH:38]=[CH:37]2)[C:31]([CH3:47])([CH3:30])[CH2:32][CH2:33][N:34]3[CH:42]=1)([CH3:27])[CH3:28]. Procedure: Beginning with 7-((triisopropylsilyloxy)propyl)indole-3-glyoxylic acid methyl ester and 2-(6,6-dimethyl-5,6-dihydro-4H-pyrrolo[3,2,1-ij]quinolin-1-yl)acetamide, the title compound was prepared essentially as described in Example 1. The reactants are CC(=O)[O-], CC(=O)[O-], CCBr, CCOCC, [Cl-], [Cl-], Clc1ccc(I)c(Cl)c1, Cl, CCOC(=O)C=C(I)C(=O)OCC, [Mg], CN(C)C=O, [Pd+2], [Zn+2], c1ccc(P(c2ccccc2)c2ccccc2)cc1. Product: CCOC(=O)C=C(C(=O)OCC)c1ccc(Cl)cc1Cl. Reaction SMILES: [C:60]([O-:61])(=[O:62])[CH3:63].[C:65]([O-:66])(=[O:67])[CH3:68].[CH2:2]([Br:3])[CH3:4].[CH2:46]([O:47][CH2:48][CH3:49])[CH3:50].[Cl-:57].[Cl-:59].[Cl:5][c:6]1[cH:7][c:8]([Cl:13])[c:9]([I:12])[cH:10][cH:11]1.[ClH:56].[I:33][C:34]([C:35](=[O:36])[O:37][CH2:38][CH3:39])=[CH:40][C:41](=[O:42])[O:43][CH2:44][CH3:45].[Mg:1].[O:51]=[CH:52][N:53]([CH3:54])[CH3:55].[Pd+2:64].[Zn+2:58].[c:14]1([P:15]([c:16]2[cH:17][cH:18][cH:19][cH:20][cH:21]2)[c:22]2[cH:23][cH:24][cH:25][cH:26][cH:27]2)[cH:28][cH:29][cH:30][cH:31][cH:32]1>>[Cl:5][c:6]1[cH:7][c:8]([Cl:13])[c:9]([C:34]([C:35](=[O:36])[O:37][CH2:38][CH3:39])=[CH:40][C:41](=[O:42])[O:43][CH2:44][CH3:45])[cH:10][cH:11]1. Reactants: C1COCCO1, Cc1cc(N(C)C)cc(C)c1C=O, CC1(C)N=C1c1ccccc1. Product: Cc1cc(N(C)C)cc(C)c1C1OC(C)(C)N=C1c1ccccc1. As a reaction SMILES: [CH2:25]1[O:26][CH2:27][CH2:28][O:29][CH2:30]1.[CH3:12][c:13]1[c:14]([CH:15]=[O:16])[c:17]([CH3:24])[cH:18][c:19]([N:21]([CH3:22])[CH3:23])[cH:20]1.[CH3:1][C:2]1([CH3:11])[N:3]=[C:4]1[c:5]1[cH:6][cH:7][cH:8][cH:9][cH:10]1>>[CH3:1][C:2]1([CH3:11])[N:3]=[C:4]([c:5]2[cH:6][cH:7][cH:8][cH:9][cH:10]2)[CH:15]([c:14]2[c:13]([CH3:12])[cH:20][c:19]([N:21]([CH3:22])[CH3:23])[cH:18][c:17]2[CH3:24])[O:16]1.